Dataset: the Open Reaction Database (ORD), a public repository of structured organic reaction records. Task: describe an organic reaction: reactants, conditions, products, and yield Starting materials: FC1=C(C=C(C(=O)OCC)C=C1)[N+](=O)[O-] (ethyl 4-fluoro-3-nitrobenzoate), N1CCOCC1 (morpholine), [OH-].[Li+] (lithium hydroxide). Solvent: O (water), O (water), CN(C)C=O (DMF), C1CCOC1 (THF). Reaction conditions: temperature 50 celsius, time 3 hour. The product is N1(CCOCC1)C1=C(C=C(C(=O)O)C=C1)[N+](=O)[O-] (4-Morpholin-4-yl-3-nitrobenzoic acid). Isolated yield 92.5%. RXN SMILES: F[C:2]1[CH:12]=[CH:11][C:5]([C:6]([O:8]CC)=[O:7])=[CH:4][C:3]=1[N+:13]([O-:15])=[O:14].[NH:16]1[CH2:21][CH2:20][O:19][CH2:18][CH2:17]1.[OH-].[Li+]>CN(C=O)C.O.C1COCC1>[N:16]1([C:2]2[CH:12]=[CH:11][C:5]([C:6]([OH:8])=[O:7])=[CH:4][C:3]=2[N+:13]([O-:15])=[O:14])[CH2:21][CH2:20][O:19][CH2:18][CH2:17]1 |f:2.3|. Procedure details: A mixture of ethyl 4-fluoro-3-nitrobenzoate (Chontech 01072; 500 mg; 2.35 mmol; 1 eq.) and morpholine (Fluka 69880; 613.06 mg; 7.04 mmol; 3 eq.) in DMF (2 mL) was stirred at 50° C. for 3 hours. The reaction was then allowed to return to room temperature and diluted with water. Extraction with ethyl acetate, drying over sodium sulfate and concentration in vacuo gave a yellow oil. The latter was taken up in THF (15 mL) and lithium hydroxide (280.86 mg; 11.73 mmol; 5 eq.) was added followed by wate... Starting materials: BrC=1C=C(C=NC1)COC(C)=O (5-Bromo-3-acetoxymethylpyridine), FC1=CC=C(C=C1)B(O)O (4-fluorobenzeneboronic acid). Yields the product C(C)(=O)OCC=1C=NC=C(C1)C1=CC=C(C=C1)F (5-(4-fluorophenyl)pyridin-3-ylmethyl acetate). Reaction SMILES: Br[C:2]1[CH:3]=[C:4]([CH2:8][O:9][C:10](=[O:12])[CH3:11])[CH:5]=[N:6][CH:7]=1.[F:13][C:14]1[CH:19]=[CH:18][C:17](B(O)O)=[CH:16][CH:15]=1>>[C:10]([O:9][CH2:8][C:4]1[CH:5]=[N:6][CH:7]=[C:2]([C:17]2[CH:18]=[CH:19][C:14]([F:13])=[CH:15][CH:16]=2)[CH:3]=1)(=[O:12])[CH3:11]. Procedure details: 5-Bromo-3-acetoxymethylpyridine is reacted with 4-fluorobenzeneboronic acid as described in Example 1. The 5-(4-fluorophenyl)pyridin-3-ylmethyl acetate obtained is saponified by conventional methods and subsequently oxidized to give 5-(4-fluorophenyl)nicotinic acid. Reactants: ClP(Cl)Cl, CCOC(=O)C1=C(N)CCCC1, c1ccncc1, CC(CCCC(=O)O)N1CCN(c2ccc3ccccc3n2)CC1. The product is CCOC(=O)C1=C(NC(=O)CCCC(C)N2CCN(c3ccc4ccccc4n3)CC2)CCCC1. As a reaction SMILES: [Cl:13][P:14]([Cl:15])[Cl:16].[NH2:1][C:2]1=[C:3]([C:8](=[O:9])[O:10][CH2:11][CH3:12])[CH2:4][CH2:5][CH2:6][CH2:7]1.[cH:41]1[cH:42][cH:43][n:44][cH:45][cH:46]1.[n:17]1[c:18]([N:27]2[CH2:28][CH2:29][N:30]([CH:33]([CH2:34][CH2:35][CH2:36][C:37](=[O:38])[OH:39])[CH3:40])[CH2:31][CH2:32]2)[cH:19][cH:20][c:21]2[cH:22][cH:23][cH:24][cH:25][c:26]12>>[NH:1]([C:2]1=[C:3]([C:8](=[O:9])[O:10][CH2:11][CH3:12])[CH2:4][CH2:5][CH2:6][CH2:7]1)[C:37]([CH2:36][CH2:35][CH2:34][CH:33]([N:30]1[CH2:29][CH2:28][N:27]([c:18]2[n:17][c:26]3[c:21]([cH:20][cH:19]2)[cH:22][cH:23][cH:24][cH:25]3)[CH2:32][CH2:31]1)[CH3:40])=[O:38]. Starting materials: CN(C)CCN, CCOC(C)=O, Clc1ccc2c(Cl)ccnc2c1. Yields the product CN(C)CCNc1ccnc2cc(Cl)ccc12. As a reaction SMILES: [CH3:13][N:14]([CH2:15][CH2:16][NH2:17])[CH3:18].[CH3:19][CH2:20][O:21][C:22](=[O:23])[CH3:24].[Cl:1][c:2]1[cH:3][cH:4][n:5][c:6]2[cH:7][c:8]([Cl:12])[cH:9][cH:10][c:11]12>>[c:2]1([NH:17][CH2:16][CH2:15][N:14]([CH3:13])[CH3:18])[cH:3][cH:4][n:5][c:6]2[cH:7][c:8]([Cl:12])[cH:9][cH:10][c:11]12. Starting materials: Nc1nc(NCCNc2nc(Cl)cc3ncnn23)ccc1[N+](=O)[O-], OB(O)c1ccc(C(F)(F)F)cc1. The product is Nc1nc(NCCNc2nc(-c3ccc(C(F)(F)F)cc3)cc3ncnn23)ccc1[N+](=O)[O-]. RXN SMILES: [Cl:1][c:2]1[cH:3][c:4]2[n:5]([c:6]([NH:8][CH2:9][CH2:10][NH:11][c:12]3[cH:13][cH:14][c:15]([N+:19](=[O:20])[O-:21])[c:16]([NH2:18])[n:17]3)[n:7]1)[n:22][cH:23][n:24]2.[F:25][C:26]([c:27]1[cH:28][cH:29][c:30]([B:33]([OH:34])[OH:35])[cH:31][cH:32]1)([F:36])[F:37]>>[c:2]1(-[c:30]2[cH:29][cH:28][c:27]([C:26]([F:25])([F:36])[F:37])[cH:32][cH:31]2)[cH:3][c:4]2[n:5]([c:6]([NH:8][CH2:9][CH2:10][NH:11][c:12]3[cH:13][cH:14][c:15]([N+:19](=[O:20])[O-:21])[c:16]([NH2:18])[n:17]3)[n:7]1)[n:22][cH:23][n:24]2. The reactants are COC([C@@H](N)CC(C)C)=O ((L)-Leucine methyl ester), OC[C@H](CC(C)C)N ((1S)-1-(hydroxymethyl)-3-methylbutylamine), OCCN (2-hydroxyethylamine), C(C(C)C)=O (isobutyraldehyde). Yields the product C(C)(C)C1OC[C@@H](N1)CC(C)C ((4S)-2-isopropyl-4-isobutyl-1,3-oxazolidine). As a reaction SMILES: [CH3:1][O:2][C:3](=O)[C@H:4]([CH2:6][CH:7]([CH3:9])[CH3:8])[NH2:5].O[CH2:12][C@@H:13](N)[CH2:14]C(C)C.OCCN.C(=O)C(C)C>>[CH:13]([CH:1]1[NH:5][C@@H:4]([CH2:6][CH:7]([CH3:9])[CH3:8])[CH2:3][O:2]1)([CH3:14])[CH3:12]. Procedure: (L)-Leucine methyl ester was reduced to (1S)-1-(hydroxymethyl)-3-methylbutylamine according to Method B1b, Step 2. The 2-hydroxyethylamine was reacted with isobutyraldehyde according to Method B4c, Step 1 to afford (4S)-2-isopropyl-4-isobutyl-1,3-oxazolidine. The oxazolidine was reduced according to Method B4c, Step 2 to give (1S)-1-(hydroxymethyl)-N-isobutyl-3-methylbutylamine. The substituted 2-hydroxyethylamine was reacted with SOCl2 according to Method B7b to give (1S)-1-(chloromethyl)-N-iso... The reactants are CC(C(=O)OCC)(CC1=NC2=C(N1)C=CC(=C2)OCC2=NC1=CC=CC=C1C=C2)C (ethyl 2,2-dimethyl-3-(5-(quinolin-2-ylmethoxy)-1H-benzo[d]imidazol-2-yl)propanoate), ClCC1=CC2=CC=CC=C2C=C1 (2-(chloromethyl)naphthalene), C([O-])([O-])=O.[K+].[K+] (potassium carbonate). Reported procedure: To a 100 mL round-bottomed flask were added a stirbar, ethyl 2,2-dimethyl-3-(5-(quinolin-2-ylmethoxy)-1H-benzo[d]imidazol-2-yl)propanoate (300 mg, 0.75 mmol), 2-(chloromethyl)naphthalene (168 mg, 0.75 mmol), potassium carbonate (310 mg, 2.25 mmol), and DMF (20 mL). The mixture was heated to 70° C. After 18 h, the flask was cooled to RT and concentrated to dryness. The resulting residue was dissolved in MeOH (9 mL) and THF (9 mL). To the solution was added 5% aqueous NaOH (2 mL) and the mixture w... RXN SMILES: [CH3:1][C:2]([CH3:30])([CH2:8][C:9]1[NH:13][C:12]2[CH:14]=[CH:15][C:16]([O:18][CH2:19][C:20]3[CH:29]=[CH:28][C:27]4[C:22](=[CH:23][CH:24]=[CH:25][CH:26]=4)[N:21]=3)=[CH:17][C:11]=2[N:10]=1)[C:3]([O:5]CC)=[O:4].Cl[CH2:32][C:33]1[CH:42]=[CH:41][C:40]2[C:35](=[CH:36][CH:37]=[CH:38][CH:39]=2)[CH:34]=1.C(=O)([O-])[O-].[K+].[K+]>CN(C=O)C>[CH3:1][C:2]([CH3:30])([CH2:8][C:9]1[N:13]([CH2:32][C:33]2[CH:42]=[CH:41][C:40]3[C:35](=[CH:36][CH:37]=[CH:38][CH:39]=3)[CH:34]=2)[C:12]2[CH:14]=[CH:15][C:16]([O:18][CH2:19][C:20]3[CH:29]=[CH:28][C:27]4[C:22](=[CH:23][CH:24]=[CH:25][CH:26]=4)[N:21]=3)=[CH:17][C:11]=2[N:10]=1)[C:3]([OH:5])=[O:4] |f:2.3.4|. Run at temperature 70 celsius, time 18 hour. Run in CN(C)C=O (DMF). Yields the product CC(C(=O)O)(CC1=NC2=C(N1CC1=CC3=CC=CC=C3C=C1)C=CC(=C2)OCC2=NC1=CC=CC=C1C=C2)C (2,2-Dimethyl-3-[1-(naphthalen-2-ylmethyl)-5-(quinolin-2-ylmethoxy)-1H-benzimidazol-2-yl]propanoic acid). Starting materials: [Cr](=O)(=O)([O-])O[Cr](=O)(=O)[O-].[NH+]1=CC=CC=C1.[NH+]1=CC=CC=C1 (pyridinium dichromate), C(CCC)NC([C@@H](C[C@H]1[C@@H](N(C(O1)(C)C)C(=O)OC(C)(C)C)CC(CCO)(C)C)CC=CC)=O (3-[N-tert-butoxycarbonyl-4(S)-(4-hydroxy-2,2-dimethylbutyl)-2,2-dimethyl-1,3-oxazolidin-5(S)-yl]-2(R)-but-2-enyl-propionic acid (N-butyl)amide), O (water), [Cr](=O)(=O)([O-])O[Cr](=O)(=O)[O-].[NH+]1=CC=CC=C1.[NH+]1=CC=CC=C1 (pyridinium dichromate). The solvent is CN(C=O)C (N,N-dimethylformamide), CN(C=O)C (N,N-dimethylformamide). Reaction conditions: time 23 hour. The product is C(CCC)NC([C@@H](C[C@H]1[C@@H](N(C(O1)(C)C)C(=O)OC(C)(C)C)CC(CC(=O)O)(C)C)CC=CC)=O (3-[N-Tert-butoxycarbonyl-4(S)-(3-carboxy-2,2-dimethylpropyl)-2,2-dimethyl-1,3-oxazolidin-5(S)-yl]-2(R)-but-2-enyl-propionic acid (N-butyl)amide). As a reaction SMILES: [Cr](O[Cr]([O-])(=O)=O)([O-])(=O)=O.[NH+]1C=CC=CC=1.[NH+]1C=CC=CC=1.[CH2:22]([NH:26][C:27](=[O:55])[C@H:28]([CH2:51][CH:52]=[CH:53][CH3:54])[CH2:29][C@@H:30]1[O:34][C:33]([CH3:36])([CH3:35])[N:32]([C:37]([O:39][C:40]([CH3:43])([CH3:42])[CH3:41])=[O:38])[C@H:31]1[CH2:44][C:45]([CH3:50])([CH3:49])[CH2:46][CH2:47][OH:48])[CH2:23][CH2:24][CH3:25].[OH2:56]>CN(C)C=O>[CH2:22]([NH:26][C:27](=[O:55])[C@H:28]([CH2:51][CH:52]=[CH:53][CH3:54])[CH2:29][C@@H:30]1[O:34][C:33]([CH3:36])([CH3:35])[N:32]([C:37]([O:39][C:40]([CH3:41])([CH3:42])[CH3:43])=[O:38])[C@H:31]1[CH2:44][C:45]([CH3:50])([CH3:49])[CH2:46][C:47]([OH:56])=[O:48])[CH2:23][CH2:24][CH3:25] |f:0.1.2|. Procedure details: A solution of 809 mg of pyridinium dichromate in 2 ml of N,N-dimethylformamide is added dropwise via a cannula to a solution of 290 mg of 3-[N-tert-butoxycarbonyl-4(S)-(4-hydroxy-2,2-dimethylbutyl)-2,2-dimethyl-1,3-oxazolidin-5(S)-yl]-2(R)-but-2-enyl-propionic acid (N-butyl)amide in 2 ml of N,N-dimethylformamide at room temperature under argon. After 23 h, a further 238 mg of pyridinium dichromate are added. After a total of 29 h, the reaction mixture is poured into water, extracted with diethyl... The reactants are FC(C(C(C(F)(F)F)(F)F)(F)F)(S(=O)(=O)F)F (1,1,2,2,3,3,4,4,4-nonafluorobutane-1-sulfonyl fluoride), ( 7 ), C1(=CC=CC=C1)C1=CCCC=2N1N=C(C2)O (7-phenyl-4,5-dihydropyrazolo[1,5-a]pyridin-2-ol), C[Si](C)(C)[N-][Si](C)(C)C.[Na+] (NaHMDS). Solvent: C1CCOC1 (THF), CCOC(=O)C (EtOAc). Conditions: time 10 minute. Yields the product FC(C(C(C(F)(F)F)(F)F)(F)F)(S(=O)(=O)OC1=NN2C(CCC=C2C2=CC=CC=C2)=C1)F (7-phenyl-4,5-dihydropyrazolo[1,5-a]pyridin-2-yl 1,1,2,2,3,3,4,4,4-nonafluorobutane-1-sulfonate). Yield: 85.9%. As a reaction SMILES: [C:1]1([C:7]2[N:12]3[N:13]=[C:14]([OH:16])[CH:15]=[C:11]3[CH2:10][CH2:9][CH:8]=2)[CH:6]=[CH:5][CH:4]=[CH:3][CH:2]=1.C[Si]([N-][Si](C)(C)C)(C)C.[Na+].[F:27][C:28]([F:43])([S:39](F)(=[O:41])=[O:40])[C:29]([F:38])([F:37])[C:30]([F:36])([F:35])[C:31]([F:34])([F:33])[F:32]>C1COCC1.CCOC(C)=O>[F:43][C:28]([F:27])([S:39]([O:16][C:14]1[CH:15]=[C:11]2[CH2:10][CH2:9][CH:8]=[C:7]([C:1]3[CH:2]=[CH:3][CH:4]=[CH:5][CH:6]=3)[N:12]2[N:13]=1)(=[O:41])=[O:40])[C:29]([F:37])([F:38])[C:30]([F:36])([F:35])[C:31]([F:34])([F:33])[F:32] |f:1.2|. Reported procedure: Step AAH (7): To a soln of 7-phenyl-4,5-dihydropyrazolo[1,5-a]pyridin-2-ol (500 mg, 2.356 mmol) in THF (15 mL) was added NaHMDS (1.0 M in THF, 2.94 mL, 2.94 mmol) at −78° C. under nitrogen. After stirring for 10 min, 1,1,2,2,3,3,4,4,4-nonafluorobutane-1-sulfonyl fluoride (1281 mg, 4.24 mmol) was added. The mixture was allowed to warm from −78° C. to rt over 3 h. The reaction was diluted with EtOAc (200 mL) and washed sequentially with 0.1 N aqueous sodium hydroxide, water, and brine. The organic...